Dataset: the Open Reaction Database (ORD), a public repository of structured organic reaction records. Task: describe an organic reaction: reactants, conditions, products, and yield Reactants: [Na+].[I-] (NaI), ClC[C@@H](O)C1=C(C=C(C=C1)Cl)Cl ((S)-2-Chloro-(2′,4′-dichlorophenyl)-1-ethanol), hexanes ethyl acetate. The solvent is CC(=O)C (acetone). Product: IC[C@@H](O)C1=C(C=C(C=C1)Cl)Cl ((S)-2-Iodo-(2′,4′-dichlorophenyl)-1-ethanol). Reaction SMILES: Cl[CH2:2][C@H:3]([C:5]1[CH:10]=[CH:9][C:8]([Cl:11])=[CH:7][C:6]=1[Cl:12])[OH:4].[Na+].[I-:14]>CC(C)=O>[I:14][CH2:2][C@H:3]([C:5]1[CH:10]=[CH:9][C:8]([Cl:11])=[CH:7][C:6]=1[Cl:12])[OH:4] |f:1.2|. Procedure: (S)-2-Chloro-(2′,4′-dichlorophenyl)-1-ethanol (4 g, 17.74 mmol) was dissolved in 100 mL of anhydrous acetone (4 Å molecular sieves). The solution was flushed with nitrogen, and NaI (12.75 g, 85.10 mmol) was added to the solution and the solution refluxed for 3.5 hours under nitrogen. Upon cooling to room temperature, the solution was poured into about 320 mL of hexanes/ethyl acetate (3:1), with stirring. The solution was then filtered to remove excess NaI which had precipitated. The filtrate was... As a reaction SMILES: C[O:2][C:3](=[O:14])[C:4]([CH3:13])([C@H:6]1[CH2:11][CH2:10][CH2:9][N:8]([CH3:12])[CH2:7]1)[CH3:5].[OH-].[Na+]>CO>[CH3:13][C:4]([C@H:6]1[CH2:11][CH2:10][CH2:9][N:8]([CH3:12])[CH2:7]1)([CH3:5])[C:3]([OH:14])=[O:2] |f:1.2|. The product is CC(C(=O)O)(C)[C@@H]1CN(CCC1)C ((R)-2-Methyl-2-(1-methyl-piperidin-3-yl)-propionic acid). The solvent is CO (methanol). Reaction conditions: temperature 60 celsius, time 6 hour. Procedure: 0.489 g of (R)-2-methyl-2-(1-methyl-piperidin-3-yl)-propionic acid methyl ester are taken up in 4 ml of methanol and the mixture is admixed with 4 ml of 3M NaOH. The mixture is then stirred at 60° C. for 6 hours. The methanol is removed in vacuo and the aqueous residue acidified with 2M HCl to pH 7. The mixture is concentrated under reduced pressure. The residue is taken up in 10 ml of ethanol and the insoluble salts removed by filtration. Concentration of the filtrate under reduced pressure pro... Reactants: COC(C(C)([C@@H]1CN(CCC1)C)C)=O ((R)-2-methyl-2-(1-methyl-piperidin-3-yl)-propionic acid methyl ester), [OH-].[Na+] (NaOH). Reactants: O=C([O-])[O-], CN(C)C=O, [Cs+], [Cs+], CCCCCI, CCOC(=O)Cc1ccc([N+](=O)[O-])cc1, O. Product: CCCCCC(C(=O)OCC)c1ccc([N+](=O)[O-])cc1. Reaction SMILES: [C:16](=[O:17])([O-:18])[O-:19].[CH3:29][N:30]([CH3:31])[CH:32]=[O:33].[Cs+:20].[Cs+:21].[I:22][CH2:23][CH2:24][CH2:25][CH2:26][CH3:27].[N+:1](=[O:2])([O-:3])[c:4]1[cH:5][cH:6][c:7]([CH2:10][C:11](=[O:12])[O:13][CH2:14][CH3:15])[cH:8][cH:9]1.[OH2:28]>>[N+:1](=[O:2])([O-:3])[c:4]1[cH:5][cH:6][c:7]([CH:10]([C:11](=[O:12])[O:13][CH2:14][CH3:15])[CH2:23][CH2:24][CH2:25][CH2:26][CH3:27])[cH:8][cH:9]1. Starting materials: C(C)(=O)O (acetic acid), NC1=CC=2C(CCC(C2C=C1)(C)C)(C)C (2-amino-5,5,8,8-tetramethyl-5,6,7,8-tetrahydronaphthalene), C=O (formaldehyde), C(#N)[BH3-].[Na+] (sodium cyanoborohydride). Run in C(C)#N (acetonitrile). Reaction conditions: time 2 hour. The product is CN(C1=CC=2C(CCC(C2C=C1)(C)C)(C)C)C (2-dimethylamino-5,5,8,8-tetramethyl-5,6,7,8-tetrahydro-naphthalene). Isolated yield 70.0%. Reaction SMILES: N[C:2]1[CH:11]=[CH:10][C:9]2[C:8]([CH3:13])([CH3:12])[CH2:7][CH2:6][C:5]([CH3:15])([CH3:14])[C:4]=2[CH:3]=1.C=O.[C:18]([BH3-])#[N:19].[Na+].[C:22](O)(=O)C>C(#N)C>[CH3:22][N:19]([CH3:18])[C:2]1[CH:11]=[CH:10][C:9]2[C:8]([CH3:13])([CH3:12])[CH2:7][CH2:6][C:5]([CH3:15])([CH3:14])[C:4]=2[CH:3]=1 |f:2.3|. Procedure details: To a solution of 2-amino-5,5,8,8-tetramethyl-5,6,7,8-tetrahydronaphthalene (70.10 g, 0.345 mol) and formaldehyde (280 mL, 10 eq) in 2 L of acetonitrile cooled to 0° C. was added sodium cyanoborohydride (65 g, 3 eq.) in portions while maintaining the temperature between 10–20° C. Glacial acetic acid was added to adjust the pH to 7. The reaction was stirred for 2 hrs at room temperature and the resulting mixture was partitioned between 1N NaOH and EtOAc, the organic phase was washed with water and... Starting materials: CC(C)c1nc2cc(Br)ccn2n1, CC(C)(C)OC(N)=O, O=C([O-])[O-], [Cs+], [Cs+], O=C(C=Cc1ccccc1)C=Cc1ccccc1, C1COCCO1, O=C(C=Cc1ccccc1)C=Cc1ccccc1, O=C(C=Cc1ccccc1)C=Cc1ccccc1, [Pd], [Pd], CC1(C)c2cccc(P(c3ccccc3)c3ccccc3)c2Oc2c(P(c3ccccc3)c3ccccc3)cccc21. Product: CC(C)c1nc2cc(NC(=O)OC(C)(C)C)ccn2n1. As a reaction SMILES: [Br:1][c:2]1[cH:3][c:4]2[n:5]([cH:6][cH:7]1)[n:8][c:9]([CH:11]([CH3:12])[CH3:13])[n:10]2.[C:14]([NH2:15])([O:16][C:17]([CH3:18])([CH3:19])[CH3:20])=[O:21].[C:22](=[O:23])([O-:24])[O-:25].[Cs+:26].[Cs+:27].[O:114]=[C:115]([CH:116]=[CH:117][c:118]1[cH:119][cH:120][cH:121][cH:122][cH:123]1)[CH:124]=[CH:125][c:126]1[cH:127][cH:128][cH:129][cH:130][cH:131]1.[O:70]1[CH2:71][CH2:72][O:73][CH2:74][CH2:75]1.[O:78]=[C:79]([CH:80]=[CH:81][c:82]1[cH:83][cH:84][cH:85][cH:86][cH:87]1)[CH:88]=[CH:89][c:90]1[cH:91][cH:92][cH:93][cH:94][cH:95]1.[O:96]=[C:97]([CH:98]=[CH:99][c:100]1[cH:101][cH:102][cH:103][cH:104][cH:105]1)[CH:106]=[CH:107][c:108]1[cH:109][cH:110][cH:111][cH:112][cH:113]1.[Pd:76].[Pd:77].[c:28]1([P:29]([c:30]2[cH:31][cH:32][cH:33][cH:34][cH:35]2)[c:36]2[c:37]3[c:61]([cH:62][cH:63][cH:64]2)[C:58]([CH3:59])([CH3:60])[c:40]2[c:39]([c:44]([P:45]([c:46]4[cH:47][cH:48][cH:49][cH:50][cH:51]4)[c:52]4[cH:53][cH:54][cH:55][cH:56][cH:57]4)[cH:43][cH:42][cH:41]2)[O:38]3)[cH:65][cH:66][cH:67][cH:68][cH:69]1>>[c:2]1([NH:15][C:14]([O:16][C:17]([CH3:18])([CH3:19])[CH3:20])=[O:21])[cH:3][c:4]2[n:5]([cH:6][cH:7]1)[n:8][c:9]([CH:11]([CH3:12])[CH3:13])[n:10]2. The reactants are BrC=1C(=C(C(=NC1C)C)C(C(=O)OCC)=O)N1CCC(CC1)(C)C (ethyl 2-(5-bromo-4-(4,4-dimethylpiperidin-1-yl)-2,6-dimethylpyridin-3-yl)-2-oxoacetate), CB1OC([C@@H]2N1CCC2)(C2=CC=CC=C2)C2=CC=CC=C2 ((R)-1-methyl-3,3-diphenylhexahydropyrrolo[1,2-c][1,3,2]oxazaborole), [B]1OC2=CC=CC=C2O1 (catecholborane). The solvent is CCOC(=O)C (EtOAc), C1(=CC=CC=C1)C (toluene). Run at temperature -15 celsius, time 2 hour. The product is BrC=1C(=C(C(=NC1C)C)[C@@H](C(=O)OCC)O)N1CCC(CC1)(C)C ((S)-ethyl 2-(5-bromo-4-(4,4-dimethylpiperidin-1-yl)-2,6-dimethylpyridin-3-yl)-2-hydroxyacetate). The yield is 100.0%. As a reaction SMILES: [Br:1][C:2]1[C:3]([N:17]2[CH2:22][CH2:21][C:20]([CH3:24])([CH3:23])[CH2:19][CH2:18]2)=[C:4]([C:10](=[O:16])[C:11]([O:13][CH2:14][CH3:15])=[O:12])[C:5]([CH3:9])=[N:6][C:7]=1[CH3:8].CB1N2CCC[C@@H]2C(C2C=CC=CC=2)(C2C=CC=CC=2)O1.[B]1OC2C(=CC=CC=2)O1>C1(C)C=CC=CC=1.CCOC(C)=O>[Br:1][C:2]1[C:3]([N:17]2[CH2:18][CH2:19][C:20]([CH3:23])([CH3:24])[CH2:21][CH2:22]2)=[C:4]([C@H:10]([OH:16])[C:11]([O:13][CH2:14][CH3:15])=[O:12])[C:5]([CH3:9])=[N:6][C:7]=1[CH3:8] |^1:45|. Procedure details: To stirred yellow solution of ethyl 2-(5-bromo-4-(4,4-dimethylpiperidin-1-yl)-2,6-dimethylpyridin-3-yl)-2-oxoacetate (2.25 g, 5.66 mmol) and (R)-1-methyl-3,3-diphenylhexahydropyrrolo[1,2-c][1,3,2]oxazaborole (0.314 g, 1.133 mmol) in toluene (30 mL) at −35° C. was added drop wise 50% catecholborane (1.819 ml, 8.49 mmol) over 10 min. The reaction mixture was slowly warmed to −15° C. over 1 h and then left for 2 h at −15° C. Then, diluted with EtOAc (100 mL), washed with sat Na2CO3 (4×25 mL) by vig... Starting materials: NCc1ccc(F)cc1F, CC(C)CN(CC(O)C(Cc1ccccc1)NC(=O)OC1COC2OCCC12)S(=O)(=O)c1ccc([N+](=O)[O-])c(F)c1, C1CCOC1. The product is CC(C)CN(CC(O)C(Cc1ccccc1)NC(=O)OC1COC2OCCC12)S(=O)(=O)c1ccc([N+](=O)[O-])c(NCc2ccc(F)cc2F)c1. Reaction SMILES: [F:42][c:43]1[c:44]([CH2:45][NH2:46])[cH:47][cH:48][c:49]([F:51])[cH:50]1.[O:1]1[CH2:2][CH:3]([O:9][C:10]([NH:11][CH:12]([CH:13]([CH2:14][N:15]([CH2:16][CH:17]([CH3:18])[CH3:19])[S:20](=[O:21])(=[O:22])[c:23]2[cH:24][c:25]([F:32])[c:26]([N+:29](=[O:30])[O-:31])[cH:27][cH:28]2)[OH:33])[CH2:34][c:35]2[cH:36][cH:37][cH:38][cH:39][cH:40]2)=[O:41])[CH:4]2[CH:5]1[O:6][CH2:7][CH2:8]2.[O:52]1[CH2:53][CH2:54][CH2:55][CH2:56]1>>[O:1]1[CH2:2][CH:3]([O:9][C:10]([NH:11][CH:12]([CH:13]([CH2:14][N:15]([CH2:16][CH:17]([CH3:18])[CH3:19])[S:20](=[O:21])(=[O:22])[c:23]2[cH:24][c:25]([NH:46][CH2:45][c:44]3[c:43]([F:42])[cH:50][c:49]([F:51])[cH:48][cH:47]3)[c:26]([N+:29](=[O:30])[O-:31])[cH:27][cH:28]2)[OH:33])[CH2:34][c:35]2[cH:36][cH:37][cH:38][cH:39][cH:40]2)=[O:41])[CH:4]2[CH:5]1[O:6][CH2:7][CH2:8]2.